From a dataset of the Open Reaction Database (ORD), a public repository of structured organic reaction records. describe an organic reaction: reactants, conditions, products, and yield Reactants: C(C)(C)(C)OC(=O)N1CCCC2=CC(=CC=C12)OCCCCBr (6-(4-Bromo-butoxy)-3,4-dihydro-2H-quinoline-1-carboxylic acid tert-butyl ester), C(C)NCC (diethylamine). Product: C(C)(C)(C)OC(=O)N1CCCC2=CC(=CC=C12)OCCCCN(CC)CC (6-(4-Diethylamino-butoxy)-3,4-dihydro-2H-quinoline-1-carboxylic acid tert-butyl ester). Reaction SMILES: [C:1]([O:5][C:6]([N:8]1[C:17]2[C:12](=[CH:13][C:14]([O:18][CH2:19][CH2:20][CH2:21][CH2:22]Br)=[CH:15][CH:16]=2)[CH2:11][CH2:10][CH2:9]1)=[O:7])([CH3:4])([CH3:3])[CH3:2].[CH2:24]([NH:26][CH2:27][CH3:28])[CH3:25]>>[C:1]([O:5][C:6]([N:8]1[C:17]2[C:12](=[CH:13][C:14]([O:18][CH2:19][CH2:20][CH2:21][CH2:22][N:26]([CH2:27][CH3:28])[CH2:24][CH3:25])=[CH:15][CH:16]=2)[CH2:11][CH2:10][CH2:9]1)=[O:7])([CH3:4])([CH3:3])[CH3:2]. Procedure: In analogy to example 2.9, 6-(4-Bromo-butoxy)-3,4-dihydro-2H-quinoline-1-carboxylic acid tert-butyl ester and diethylamine were converted to yield 6-(4-Diethylamino-butoxy)-3,4-dihydro-2H-quinoline-1-carboxylic acid tert-butyl ester as colorless oil. The reactants are ON1C(C=2C(C1=O)=CC=CC2)=O (N-hydroxyphthalimide), N(=NC(=O)OCC)C(=O)OCC (diethyl azodicarboxylate), CCOC(=O)/N=N/C(=O)OCC (DEAD), C1(CC1)CO (cyclopropanemethanol), C1(=CC=CC=C1)P(C1=CC=CC=C1)C1=CC=CC=C1 (triphenylphosphine). Solvent: O1CCCC1 (tetrahydrofuran). Conditions: temperature 6 celsius, time 15 hour. Product: C1(CC1)CON1C(C2=CC=CC=C2C1=O)=O (2-cyclopropylmethoxy-isoindole-1,3-dione). Isolated yield 172.6%. Reaction SMILES: [OH:1][N:2]1[C:6](=[O:7])[C:5]2=[CH:8][CH:9]=[CH:10][CH:11]=[C:4]2[C:3]1=[O:12].[CH:13]1([CH2:16]O)[CH2:15][CH2:14]1.C1(P(C2C=CC=CC=2)C2C=CC=CC=2)C=CC=CC=1.N(C(OCC)=O)=NC(OCC)=O.CCOC(/N=N/C(OCC)=O)=O>O1CCCC1>[CH:13]1([CH2:16][O:1][N:2]2[C:3](=[O:12])[C:4]3[C:5](=[CH:8][CH:9]=[CH:10][CH:11]=3)[C:6]2=[O:7])[CH2:15][CH2:14]1. Procedure: To a stirring solution/suspension comprised of N-hydroxyphthalimide (Aldrich, 57.15 g, 339.8 mmol), cyclopropanemethanol (Aldrich, 25.10 g, 341.1 mmol), and triphenylphosphine (“DEAD,” Aldrich, 91.0 g, 344 mmol) in 1.00 L of tetrahydrofuran under a nitrogen atmosphere and cooled to 6° C. (internal mixture temperature) with an ice-water bath was added diethyl azodicarboxylate (Aldrich, 56 ml, 356 mmol) dropwise over 20 minutes via addition funnel. The reaction mixture temperature was kept below 2... Reactants: CCOC(=O)c1cc(NCC(C)C)c(C(N)=O)cc1Br, CO, [Na+], [OH-]. Yields the product CC(C)CNc1cc(C(=O)O)c(Br)cc1C(N)=O. Reaction SMILES: [Br:1][c:2]1[c:3]([C:4](=[O:5])[O:6][CH2:7][CH3:8])[cH:9][c:10]([NH:16][CH2:17][CH:18]([CH3:19])[CH3:20])[c:11]([C:13](=[O:14])[NH2:15])[cH:12]1.[CH3:23][OH:24].[Na+:22].[OH-:21]>>[Br:1][c:2]1[c:3]([C:4](=[O:5])[OH:6])[cH:9][c:10]([NH:16][CH2:17][CH:18]([CH3:19])[CH3:20])[c:11]([C:13](=[O:14])[NH2:15])[cH:12]1. Reactants: CC(C)(C)OC(=O)N1CCOc2cc(Br)ccc2C1, CCNCC, CC(C)(C)[O-], [Na+], C1COCCO1, O=C(C=Cc1ccccc1)C=Cc1ccccc1, O=C(C=Cc1ccccc1)C=Cc1ccccc1, O=C(C=Cc1ccccc1)C=Cc1ccccc1, O, [Pd], [Pd]. Yields the product CCN(CC)c1ccc2c(c1)OCCN(C(=O)OC(C)(C)C)C2. As a reaction SMILES: [Br:1][c:2]1[cH:3][c:4]2[c:5]([cH:18][cH:19]1)[CH2:6][N:7]([C:11](=[O:12])[O:13][C:14]([CH3:15])([CH3:16])[CH3:17])[CH2:8][CH2:9][O:10]2.[CH2:20]([CH3:21])[NH:22][CH2:23][CH3:24].[CH3:25][C:26]([CH3:27])([O-:28])[CH3:29].[Na+:30].[O:32]1[CH2:33][CH2:34][O:35][CH2:36][CH2:37]1.[O:40]=[C:41]([CH:42]=[CH:43][c:44]1[cH:45][cH:46][cH:47][cH:48][cH:49]1)[CH:50]=[CH:51][c:52]1[cH:53][cH:54][cH:55][cH:56][cH:57]1.[O:58]=[C:59]([CH:60]=[CH:61][c:62]1[cH:63][cH:64][cH:65][cH:66][cH:67]1)[CH:68]=[CH:69][c:70]1[cH:71][cH:72][cH:73][cH:74][cH:75]1.[O:76]=[C:77]([CH:78]=[CH:79][c:80]1[cH:81][cH:82][cH:83][cH:84][cH:85]1)[CH:86]=[CH:87][c:88]1[cH:89][cH:90][cH:91][cH:92][cH:93]1.[OH2:31].[Pd:38].[Pd:39]>>[c:2]1([N:22]([CH2:20][CH3:21])[CH2:23][CH3:24])[cH:3][c:4]2[c:5]([cH:18][cH:19]1)[CH2:6][N:7]([C:11](=[O:12])[O:13][C:14]([CH3:15])([CH3:16])[CH3:17])[CH2:8][CH2:9][O:10]2. Isolated yield 39.7%. Starting materials: O (water), CC=1C=NN(C1)C=1C=C(N)C=C(C1)C(F)(F)F (3-(4-methyl-1H-pyrazol-1-yl)-5-(trifluoromethyl)aniline), C(C)OC=1C=C(C=NC1OCC1=CC=C(C=C1)OC)C1=CC(=C(C=C1)CC(=O)O)F (2-(4-(5-ethoxy-6-((4-methoxybenzyl)oxy)pyridin-3-yl)-2-fluorophenyl)acetic acid), C(CC)P1(OP(OP(O1)(=O)CCC)(=O)CCC)=O (T3P). Procedure details: To a solution of 3-(4-methyl-1H-pyrazol-1-yl)-5-(trifluoromethyl)aniline (160 mg, 0.663 mmol) and 2-(4-(5-ethoxy-6-((4-methoxybenzyl)oxy)pyridin-3-yl)-2-fluorophenyl)acetic acid (274 mg, 0.663 mmol) in pyridine (8 mL) was added T3P® (2111 mg, 3.32 mmol) in portions. Then the mixture was stirred at 16° C. for 1 h. LCMS analysis showed the starting material disappeared. 10 mL of water was added dropwise into the reaction solution and then the mixture was filtered. The filter cake was washed with w... RXN SMILES: [CH3:1][C:2]1[CH:3]=[N:4][N:5]([C:7]2[CH:8]=[C:9]([CH:11]=[C:12]([C:14]([F:17])([F:16])[F:15])[CH:13]=2)[NH2:10])[CH:6]=1.[CH2:18]([O:20][C:21]1[CH:22]=[C:23]([C:37]2[CH:42]=[CH:41][C:40]([CH2:43][C:44](O)=[O:45])=[C:39]([F:47])[CH:38]=2)[CH:24]=[N:25][C:26]=1[O:27][CH2:28][C:29]1[CH:34]=[CH:33][C:32]([O:35][CH3:36])=[CH:31][CH:30]=1)[CH3:19].C(P1(=O)OP(CCC)(=O)OP(CCC)(=O)O1)CC.O>N1C=CC=CC=1>[CH2:18]([O:20][C:21]1[CH:22]=[C:23]([C:37]2[CH:42]=[CH:41][C:40]([CH2:43][C:44]([NH:10][C:9]3[CH:11]=[C:12]([C:14]([F:17])([F:15])[F:16])[CH:13]=[C:7]([N:5]4[CH:6]=[C:2]([CH3:1])[CH:3]=[N:4]4)[CH:8]=3)=[O:45])=[C:39]([F:47])[CH:38]=2)[CH:24]=[N:25][C:26]=1[O:27][CH2:28][C:29]1[CH:30]=[CH:31][C:32]([O:35][CH3:36])=[CH:33][CH:34]=1)[CH3:19]. Run at temperature 16 celsius, time 1 hour. Product: C(C)OC=1C=C(C=NC1OCC1=CC=C(C=C1)OC)C1=CC(=C(C=C1)CC(=O)NC1=CC(=CC(=C1)C(F)(F)F)N1N=CC(=C1)C)F (2-(4-(5-ethoxy-6-((4-methoxybenzyl)oxy)pyridin-3-yl)-2-fluorophenyl)-N-(3-(4-methyl-1H-pyrazol-1-yl)-5-(trifluoromethyl)phenyl)acetamide). Run in N1=CC=CC=C1 (pyridine). The reactants are CO (methanol), C1(OCCO1)=O (ethylene carbonate), BrC1=CC(=C(C=C1)C=1NC=C(N1)C1=NC(=NN1C(C)C)C)F (5-[2-(4-bromo-2-fluoro-phenyl)-1H-imidazol-4-yl]-1-isopropyl-3-methyl-1H-[1,2,4]triazole). The solvent is C(Cl)Cl (DCM), C(Cl)Cl (DCM), C1(=CC=CC=C1)C (toluene), C(Cl)Cl (DCM). Product: BrC1=CC(=C(C=C1)C=1N(C=C(N1)C=1N(N=C(N1)C)C(C)C)CCO)F (2-[2-(4-Bromo-2-fluoro-phenyl)-4-(2-isopropyl-5-methyl-2H-[1,2,4]triazol-3-yl)-imidazol-1-yl]-ethanol). Isolated yield 71.0%. RXN SMILES: [Br:1][C:2]1[CH:7]=[CH:6][C:5]([C:8]2[NH:9][CH:10]=[C:11]([C:13]3[N:17]([CH:18]([CH3:20])[CH3:19])[N:16]=[C:15]([CH3:21])[N:14]=3)[N:12]=2)=[C:4]([F:22])[CH:3]=1.C1(=O)O[CH2:26][CH2:25][O:24]1.CO>C1(C)C=CC=CC=1.C(Cl)Cl>[Br:1][C:2]1[CH:7]=[CH:6][C:5]([C:8]2[N:9]([CH2:26][CH2:25][OH:24])[CH:10]=[C:11]([C:13]3[N:17]([CH:18]([CH3:19])[CH3:20])[N:16]=[C:15]([CH3:21])[N:14]=3)[N:12]=2)=[C:4]([F:22])[CH:3]=1. Procedure: A suspension of 5-[2-(4-bromo-2-fluoro-phenyl)-1H-imidazol-4-yl]-1-isopropyl-3-methyl-1H-[1,2,4]triazole (2.9 g, 7.96 mmol) in toluene (50 mL) was treated with ethylene carbonate (25 mL) and heated at reflux for 5 h. The cooled reaction mixture was diluted with DCM and passed through a pad of silica eluting with DCM then 20% methanol in DCM. Methanolic fractions were combined and concentrated in vacuo to give a pale tan solid. The solid was triturated in diethyl ether to give 2-[2-(4-Bromo-2-flu... Reactants: CC(=O)O, CCO, O=c1[nH]c2c(Cl)cccc2o1, Cl, [Li+], [OH-], O. The product is Cc1nc2c(Cl)cccc2o1. RXN SMILES: [CH3:15][C:16](=[O:17])[OH:18].[CH3:19][CH2:20][OH:21].[Cl:1][c:2]1[cH:3][cH:4][cH:5][c:6]2[c:7]1[nH:8][c:9](=[O:11])[o:10]2.[ClH:14].[Li+:13].[OH-:12].[OH2:22]>>[Cl:1][c:2]1[cH:3][cH:4][cH:5][c:6]2[c:7]1[n:8][c:9]([CH3:15])[o:10]2.